From a dataset of the Open Reaction Database (ORD), a public repository of structured organic reaction records. describe an organic reaction: reactants, conditions, products, and yield Starting materials: C(C)(C)(C)OC(=O)N1CCC(CC1)C1=CC(=CC=C1)C1=CC(=C2C(=NC=NN21)N)Br (4-[3-(4-Amino-5-bromo-pyrrolo[2,1-f][1,2,4]triazin-7-yl)-phenyl]-piperidine-1-carboxylic acid tert-butyl ester), C(C1=CC=CC=C1)N1N=C2C=C(C=CC2=C1)B1OC(C(O1)(C)C)(C)C (2-benzyl-6-(4,4,5,5-tetramethyl-{1,3,2]dioxaborolan-2-yl)-2H-indazole). Yields the product C(C)(C)(C)OC(=O)N1CCC(CC1)C1=CC(=CC=C1)C1=CC(=C2C(=NC=NN21)N)C=2C=CC1=CN(N=C1C2)CC2=CC=CC=C2 (4-{3-[4-Amino-5-(2-benzyl-2H-indazol-6-yl)-pyrrolo[2,1-f][1,2,4]triazin-7-yl]-phenyl}-piperidine-1-carboxylic acid tert-butyl ester). RXN SMILES: [C:1]([O:5][C:6]([N:8]1[CH2:13][CH2:12][CH:11]([C:14]2[CH:19]=[CH:18][CH:17]=[C:16]([C:20]3[N:28]4[C:23]([C:24]([NH2:29])=[N:25][CH:26]=[N:27]4)=[C:22](Br)[CH:21]=3)[CH:15]=2)[CH2:10][CH2:9]1)=[O:7])([CH3:4])([CH3:3])[CH3:2].[CH2:31]([N:38]1[CH:46]=[C:45]2[C:40]([CH:41]=[C:42](B3OC(C)(C)C(C)(C)O3)[CH:43]=[CH:44]2)=[N:39]1)[C:32]1[CH:37]=[CH:36][CH:35]=[CH:34][CH:33]=1>>[C:1]([O:5][C:6]([N:8]1[CH2:13][CH2:12][CH:11]([C:14]2[CH:19]=[CH:18][CH:17]=[C:16]([C:20]3[N:28]4[C:23]([C:24]([NH2:29])=[N:25][CH:26]=[N:27]4)=[C:22]([C:42]4[CH:43]=[CH:44][C:45]5[C:40]([CH:41]=4)=[N:39][N:38]([CH2:31][C:32]4[CH:37]=[CH:36][CH:35]=[CH:34][CH:33]=4)[CH:46]=5)[CH:21]=3)[CH:15]=2)[CH2:10][CH2:9]1)=[O:7])([CH3:4])([CH3:3])[CH3:2]. Procedure details: Using the procedure described in step 4 of Example 80, the product from step 3 above and Intermediate C were converted to the title compound. 1H NMR (CD2Cl2) 1.50 (s, 9H), 1.60 (m, 1H), 1.80 (m, 2H), 2.80 (m, 3H), 4.10-4.30 (m, 3H), 5.60 (s, 2H), 5.80 (br, 2H), 7.00 (s, 1H), 7.10-7.50 (m, 9H), 7.80 (m, 2H), 7.90 (m, 2H), 7.95 (s, 1H), 8.10 (s, 1H); LC-MS [M+H]+=600.1, RT=3.55 min. The reactants are CC(=O)O[BH-](OC(C)=O)OC(C)=O, O=C1CCC2(CC1)OCCO2, CC(=O)O, ClCCCl, O=C1Nc2ccccc2C2(CCNCC2)O1, [Na+]. The product is O=C1Nc2ccccc2C2(CCN(C3CCC4(CC3)OCCO4)CC2)O1. RXN SMILES: [C:32]([O:33][BH-:34]([O:35][C:36](=[O:37])[CH3:38])[O:39][C:40](=[O:41])[CH3:42])(=[O:43])[CH3:44].[CH2:17]1[CH2:18][O:19][C:20]2([CH2:21][CH2:22][C:23](=[O:26])[CH2:24][CH2:25]2)[O:27]1.[CH3:28][C:29](=[O:30])[OH:31].[Cl:46][CH2:47][CH2:48][Cl:49].[NH:1]1[CH2:2][CH2:3][C:4]2([c:5]3[c:6]([cH:11][cH:12][cH:13][cH:14]3)[NH:7][C:8](=[O:10])[O:9]2)[CH2:15][CH2:16]1.[Na+:45]>>[N:1]1([CH:23]2[CH2:22][CH2:21][C:20]3([O:19][CH2:18][CH2:17][O:27]3)[CH2:25][CH2:24]2)[CH2:2][CH2:3][C:4]2([c:5]3[c:6]([cH:11][cH:12][cH:13][cH:14]3)[NH:7][C:8](=[O:10])[O:9]2)[CH2:15][CH2:16]1. Starting materials: C(C)(C)(C)OC(NC1=C(C=C(C(=C1)Cl)I)[N+](=O)[O-])=O ((5-chloro-4-iodo-2-nitro-phenyl)-carbamic acid tert-butyl ester), FC1=C(C=CC=C1)B(O)O (2-fluorophenylboronic acid). Product: C(C)(C)(C)OC(NC1=CC(=C(C=C1[N+](=O)[O-])C1=C(C=CC=C1)F)Cl)=O ((2-Chloro-2′-fluoro-5-nitro-biphenyl-4-yl)-carbamic acid tert-butyl ester), gum. As a reaction SMILES: [C:1]([O:5][C:6](=[O:19])[NH:7][C:8]1[CH:13]=[C:12]([Cl:14])[C:11](I)=[CH:10][C:9]=1[N+:16]([O-:18])=[O:17])([CH3:4])([CH3:3])[CH3:2].[F:20][C:21]1[CH:26]=[CH:25][CH:24]=[CH:23][C:22]=1B(O)O>>[C:1]([O:5][C:6](=[O:19])[NH:7][C:8]1[C:9]([N+:16]([O-:18])=[O:17])=[CH:10][C:11]([C:22]2[CH:23]=[CH:24][CH:25]=[CH:26][C:21]=2[F:20])=[C:12]([Cl:14])[CH:13]=1)([CH3:4])([CH3:3])[CH3:2]. Reported procedure: The title compound was prepared from (5-chloro-4-iodo-2-nitro-phenyl)-carbamic acid tert-butyl ester [CAS-No. 335349-60-5] (30 g, 75.3 mmol) and 2-fluorophenylboronic acid (13.82 g, 98.8 mmol) according to the general procedure D. Obtained as a yellow gum (1.39 g). Reactants: [BH4-], CO, Cc1c(Cl)c(C(F)(F)F)nn1CC(=O)N1CCC(C#N)(c2ccc(Cl)cc2)CC1, Cl[Co]Cl, [Na+]. Product: Cc1c(Cl)c(C(F)(F)F)nn1CC(=O)N1CCC(CN)(c2ccc(Cl)cc2)CC1. As a reaction SMILES: [BH4-:30].[CH3:35][OH:36].[Cl:1][c:2]1[c:3]([C:26]([F:27])([F:28])[F:29])[n:4][n:5]([CH2:8][C:9](=[O:10])[N:11]2[CH2:12][CH2:13][C:14]([C:17]#[N:18])([c:19]3[cH:20][cH:21][c:22]([Cl:25])[cH:23][cH:24]3)[CH2:15][CH2:16]2)[c:6]1[CH3:7].[Co:32]([Cl:33])[Cl:34].[Na+:31]>>[Cl:1][c:2]1[c:3]([C:26]([F:27])([F:28])[F:29])[n:4][n:5]([CH2:8][C:9](=[O:10])[N:11]2[CH2:12][CH2:13][C:14]([CH2:17][NH2:18])([c:19]3[cH:20][cH:21][c:22]([Cl:25])[cH:23][cH:24]3)[CH2:15][CH2:16]2)[c:6]1[CH3:7]. Starting materials: CN(/C=C/C(=O)C1=C(N=C(S1)N1C(N(CC1)CC1=CC=C(C=C1)C(F)(F)F)=O)C)C ((E)-1-(5-(3-(dimethylamino)acryloyl)-4-methylthiazol-2-yl)-3-(4-(trifluoromethyl)benzyl)imidazolidin-2-one), CN(/C(=C/C(=O)C1=C(N=C(S1)N1C(N(CC1)CC1=CC=C(C=C1)C(F)(F)F)=O)C)/C)C ((E)-1-(5-(3-(dimethylamino)but-2-enoyl)-4-methylthiazol-2-yl)-3-(4-(trifluoromethyl)benzyl)imidazolidin-2-one), Cl.NO (hydroxylamine hydrochloride). Product: CC=1N=C(SC1C1=CC(=NO1)C)N1C(N(CC1)CC1=CC=C(C=C1)C(F)(F)F)=O (1-(4-methyl-5-(3-methylisoxazol-5-yl)thiazol-2-yl)-3-(4-(trifluoromethyl)benzyl)imidazolidin-2-one). Isolated yield 53.0%. RXN SMILES: CN(C)/C=C/C(C1SC(N2CCN(CC3C=CC(C(F)(F)F)=CC=3)C2=O)=NC=1C)=O.C[N:32](C)/[C:33](/[CH3:60])=[CH:34]/[C:35]([C:37]1[S:41][C:40]([N:42]2[CH2:46][CH2:45][N:44]([CH2:47][C:48]3[CH:53]=[CH:52][C:51]([C:54]([F:57])([F:56])[F:55])=[CH:50][CH:49]=3)[C:43]2=[O:58])=[N:39][C:38]=1[CH3:59])=[O:36].Cl.NO>>[CH3:59][C:38]1[N:39]=[C:40]([N:42]2[CH2:46][CH2:45][N:44]([CH2:47][C:48]3[CH:53]=[CH:52][C:51]([C:54]([F:57])([F:56])[F:55])=[CH:50][CH:49]=3)[C:43]2=[O:58])[S:41][C:37]=1[C:35]1[O:36][N:32]=[C:33]([CH3:60])[CH:34]=1 |f:2.3|. Reported procedure: Following the procedure as described in Example 38, making variations as required to replace (E)-1-(5-(3-(dimethylamino)acryloyl)-4-methylthiazol-2-yl)-3-(4-(trifluoromethyl)benzyl)imidazolidin-2-one with (E)-1-(5-(3-(dimethylamino)but-2-enoyl)-4-methylthiazol-2-yl)-3-(4-(trifluoromethyl)benzyl)imidazolidin-2-one to react with hydroxylamine hydrochloride, the title compound was obtained as a colorless solid in 53% yield: mp 201-203° C. (ethyl acetate/hexanes); 1H NMR (300 MHz, CDCl3) δ 7.59 (d, ... Starting materials: C(C)(C)(C)OC(=O)N1CCN(CC1)CC(CO)C1=CC=CC=C1 ((±)-1-tert-Butyloxycarbonyl-4-(3-hydroxy-2-phenylpropyl)piperazine), [H-].[Na+] (sodium hydride), CI (methyl iodide). Solvent: CN(C)C=O (DMF). Run at time 0.2 hour. The product is C(C)(C)(C)OC(=O)N1CCN(CC1)CC(COC)C1=CC=CC=C1 ((±)-1-tert-Butoxycarbonyl-4-(3-methoxy-2-phenylpropyl)piperazine). Isolated yield 58.0%. As a reaction SMILES: [C:1]([O:5][C:6]([N:8]1[CH2:13][CH2:12][N:11]([CH2:14][CH:15]([C:18]2[CH:23]=[CH:22][CH:21]=[CH:20][CH:19]=2)[CH2:16][OH:17])[CH2:10][CH2:9]1)=[O:7])([CH3:4])([CH3:3])[CH3:2].[H-].[Na+].[CH3:26]I>CN(C=O)C>[C:1]([O:5][C:6]([N:8]1[CH2:9][CH2:10][N:11]([CH2:14][CH:15]([C:18]2[CH:19]=[CH:20][CH:21]=[CH:22][CH:23]=2)[CH2:16][O:17][CH3:26])[CH2:12][CH2:13]1)=[O:7])([CH3:4])([CH3:2])[CH3:3] |f:1.2|. Reported procedure: To a solution of Intermediate 2 (0.60 g, 1.88 mmol) in anhydrous DMF (20 ml), at 0° C., was added sodium hydride (0.113 g of a 60% dispersion in oil, 2.81 mmol) and the mixture stirred for 0.2 h, before adding methyl iodide (0.399 g, 2.81 mmol), dropwise. The mixture was warmed to room temperature, stirred for 2 h, and then partitioned between water and ethyl acetate. The organic phase was separated and washed with water (×2) and brine (×1). After drying (MgSO4), the solvent was removed in vacuo... Starting materials: CC(C)=O, Clc1ccccc1Cl, CC(C)n1nc(-c2nc(C(=O)O)c(N)nc2-c2ccccc2Br)ccc1=O. The product is CC(C)n1nc(-c2ncc(N)nc2-c2ccccc2Br)ccc1=O. Reaction SMILES: [CH3:28][C:29](=[O:30])[CH3:31].[Cl:32][c:33]1[c:34]([Cl:35])[cH:36][cH:37][cH:38][cH:39]1.[NH2:1][c:2]1[c:3]([C:25]([OH:26])=[O:27])[n:4][c:5](-[c:15]2[n:16][n:17]([CH:22]([CH3:23])[CH3:24])[c:18](=[O:21])[cH:19][cH:20]2)[c:6](-[c:8]2[c:9]([Br:14])[cH:10][cH:11][cH:12][cH:13]2)[n:7]1>>[NH2:1][c:2]1[cH:3][n:4][c:5](-[c:15]2[n:16][n:17]([CH:22]([CH3:23])[CH3:24])[c:18](=[O:21])[cH:19][cH:20]2)[c:6](-[c:8]2[c:9]([Br:14])[cH:10][cH:11][cH:12][cH:13]2)[n:7]1. The reactants are ClC1=NC(=NC(=C1)C)NC1=CC(=C(C(=C1)OC)OC)OC (4-Chloro-6-methyl-N-(3,4,5-trimethoxyphenyl)pyrimidine-2-amine), [O-]C1=CC=CC=C1.[Na+] (sodium phenoxide). Run in O (Water). The product is CC1=CC(=NC(=N1)NC1=CC(=C(C(=C1)OC)OC)OC)OC1=CC=CC=C1 (6-Methyl-4-phenoxy-N-(3,4,5-trimethoxyphenyl)pyrimidine-2-amine). Yield: 12.9%. Reaction SMILES: Cl[C:2]1[CH:7]=[C:6]([CH3:8])[N:5]=[C:4]([NH:9][C:10]2[CH:15]=[C:14]([O:16][CH3:17])[C:13]([O:18][CH3:19])=[C:12]([O:20][CH3:21])[CH:11]=2)[N:3]=1.[O-:22][C:23]1[CH:28]=[CH:27][CH:26]=[CH:25][CH:24]=1.[Na+]>O>[CH3:8][C:6]1[N:5]=[C:4]([NH:9][C:10]2[CH:15]=[C:14]([O:16][CH3:17])[C:13]([O:18][CH3:19])=[C:12]([O:20][CH3:21])[CH:11]=2)[N:3]=[C:2]([O:22][C:23]2[CH:28]=[CH:27][CH:26]=[CH:25][CH:24]=2)[CH:7]=1 |f:1.2|. Procedure details: 4-Chloro-6-methyl-N-(3,4,5-trimethoxyphenyl)pyrimidine-2-amine (0.30 g, 0.97 mmol) was added to a solution of sodium phenoxide (0.97 mmol) [prepared from phenol (0.091 g, 0.97 mmol) and NaH (60% in mineral oil; 0.039 g, 0.97 mmol)], and heated to 80° for 17 h with stirring. Water was added and the mixture was extracted with CH2CH2 (2×30 ml), the organic phases were dried (MgSO4) and evaporated to a yellow oil. The residue was subjected to chromatography (silica, 2% methanol/CH2CH2) to give the t...